Dataset: the Open Reaction Database (ORD), a public repository of structured organic reaction records. Task: describe an organic reaction: reactants, conditions, products, and yield Procedure details: 4-(5H,11H-Pyrrolo[2,1-c][1,4]benzodiazepine-10-carbonyl)-benzonitrile (0.5 g) from Example 44 was added to concentrated sulfuric acid (5 ml) and the mixture was stirred for 18 hours at room temperature to yield a bright yellow solution. The solution was poured onto ice and made basic with the addition of concentrated ammonium hydroxide. The resultant solid was filtered, dissolved in dichloromethane, and filtered through a short column of hydrous sodium magnesium silicate and further eluted with ... Yields the product C=1C=CN2C1CN(C1=C(C2)C=CC=C1)C(=O)C1=CC=C(C(=O)N)C=C1 (4-(5H,11H-Pyrrolo[2,1-c][1,4]benzodiazepine-10-carbonyl)-benzamide). Conditions: time 18 hour. Starting materials: C=1C=CN2C1CN(C1=C(C2)C=CC=C1)C(=O)C1=CC=C(C#N)C=C1 (4-(5H,11H-Pyrrolo[2,1-c][1,4]benzodiazepine-10-carbonyl)-benzonitrile), S(O)(O)(=O)=O (sulfuric acid), [OH-].[NH4+] (ammonium hydroxide). As a reaction SMILES: [CH:1]1[CH:2]=[CH:3][N:4]2[CH2:10][C:9]3[CH:11]=[CH:12][CH:13]=[CH:14][C:8]=3[N:7]([C:15]([C:17]3[CH:24]=[CH:23][C:20]([C:21]#[N:22])=[CH:19][CH:18]=3)=[O:16])[CH2:6][C:5]=12.S(=O)(=O)(O)[OH:26].[OH-].[NH4+]>>[CH:1]1[CH:2]=[CH:3][N:4]2[CH2:10][C:9]3[CH:11]=[CH:12][CH:13]=[CH:14][C:8]=3[N:7]([C:15]([C:17]3[CH:18]=[CH:19][C:20]([C:21]([NH2:22])=[O:26])=[CH:23][CH:24]=3)=[O:16])[CH2:6][C:5]=12 |f:2.3|. Reactants: FC([C@H](C)O)(F)F ((S)-(−)-1,1,1-trifluoro-2-propanol), ClC(=O)OC1=CC=C(C=C1)[N+](=O)[O-] (4-nitrophenyl chloroformate), aqueous solution, Cl (HCl), CN(CCO)C (2-(dimethylamino)ethanol). Conditions: temperature 60 celsius. As a reaction SMILES: [F:1][C:2]([F:7])([F:6])[C@@H:3]([OH:5])[CH3:4].Cl[C:9]([O:11][C:12]1[CH:17]=[CH:16][C:15]([N+:18]([O-:20])=[O:19])=[CH:14][CH:13]=1)=[O:10].CN(C)CCO.Cl>C(Cl)(Cl)Cl.N1C=CC=CC=1>[C:9](=[O:10])([O:5][C@@H:3]([CH3:4])[C:2]([F:7])([F:6])[F:1])[O:11][C:12]1[CH:13]=[CH:14][C:15]([N+:18]([O-:20])=[O:19])=[CH:16][CH:17]=1. Run in C(Cl)(Cl)Cl (CHCl3), N1=CC=CC=C1 (pyridine). Yields the product C(OC1=CC=C(C=C1)[N+](=O)[O-])(O[C@H](C(F)(F)F)C)=O (4-nitrophenyl (2S)-1,1,1-trifluoropropan-2-yl carbonate). Procedure: To a solution of (S)-(−)-1,1,1-trifluoro-2-propanol (1.95 g) in CHCl3 (30 ml) was added 4-nitrophenyl chloroformate (5.16 g) and pyridine (135 g) at room temperature. After 1-hour stirring at 60° C., the resulting mixture was cooled to room temperature. To the resulting mixture was added 2-(dimethylamino)ethanol (1.52 g) and was stirred at room temperature for 1 hour. The mixture was poured into 1 M aqueous solution of HCl and extracted with CHCl3. The extract was washed with water and then drie... The reactants are C([C@@H]1[C@H]([C@@H]([C@H]([C@H](O1)O[C@]2([C@H]([C@@H]([C@H](O2)CO)O)O)CO)O)O)O)O (sucrose), CC(C)(CC=1C=CC=CC1)N.Cl (phentermine hydrochloride), methyl cellulose. Product: CC(C)(CC=1C=CC=CC1)N (phentermine). RXN SMILES: C(O)[C@H]1O[C@H](O[C@]2(CO)O[C@H](CO)[C@@H](O)[C@@H]2O)[C@H](O)[C@@H](O)[C@@H]1O.[CH3:24][C:25]([NH2:34])([CH2:27][C:28]1[CH:29]=[CH:30][CH:31]=[CH:32][CH:33]=1)[CH3:26].Cl>>[CH3:26][C:25]([NH2:34])([CH2:27][C:28]1[CH:29]=[CH:30][CH:31]=[CH:32][CH:33]=1)[CH3:24] |f:1.2|. Reported procedure: Preparation method: 400 g of blank sucrose pellet cores (0.71-0.85 mm) was placed in a centrifugation pelletizer; 74.7 g of phentermine hydrochloride (corresponding to 60 g of phentermine) that had passed through 80-mesh sieve was weighed and added in a feeder of the pelletizer, the rotation speed of main engine was set at 250-330 rpm, air blast flow was 400 L/min, air injection flow was 15-20 L/min, air injection pressure was 0.5-0.6 MPa, 45 ml of 3% (w/v) aqueous solution of hydropropyl methyl... The reactants are Cc1oncc1-c1ccc(CC(=O)NC(C)c2ccc(Br)cn2)cc1, CC#N, C=CB1OC(C)(C)C(C)(C)O1, CC(C)NC(C)C, CC(=O)[O-], CC(=O)[O-], O, [Pd+2]. Yields the product C=Cc1ccc(C(C)NC(=O)Cc2ccc(-c3cnoc3C)cc2)nc1. Reaction SMILES: [Br:1][c:2]1[cH:3][cH:4][c:5]([CH:8]([CH3:9])[NH:10][C:11]([CH2:12][c:13]2[cH:14][cH:15][c:16](-[c:19]3[cH:20][n:21][o:22][c:23]3[CH3:24])[cH:17][cH:18]2)=[O:25])[n:6][cH:7]1.[CH3:44][C:45]#[N:46].[CH:26](=[CH2:27])[B:28]1[O:29][C:30]([CH3:31])([CH3:32])[C:33]([CH3:34])([CH3:35])[O:36]1.[CH:37]([NH:38][CH:39]([CH3:40])[CH3:41])([CH3:42])[CH3:43].[O-:49][C:50]([CH3:51])=[O:52].[O-:53][C:54]([CH3:55])=[O:56].[OH2:47].[Pd+2:48]>>[c:2]1([CH:26]=[CH2:27])[cH:3][cH:4][c:5]([CH:8]([CH3:9])[NH:10][C:11]([CH2:12][c:13]2[cH:14][cH:15][c:16](-[c:19]3[cH:20][n:21][o:22][c:23]3[CH3:24])[cH:17][cH:18]2)=[O:25])[n:6][cH:7]1. Starting materials: C(C)(=O)[O-].[K+] (potassium acetate), BrC=1C=C2C=C(C(=NC2=CC1)NC(C)(C)C)\C=C\C1=NC=NC(=C1)C(C)(C)C ((E)-6-bromo-N-tert-butyl-3-(2-(6-tert-butylpyrimidin-4-yl)vinyl)quinolin-2-amine). Conditions: time 12 hour. Yields the product C(C)(C)(C)NC1=NC2=CC=C(C=C2C=C1\C=C\C1=NC=NC(=C1)C(C)(C)C)C1=C(C=CC=C1)C ((E)-N-tert-butyl-3-(2-(6-tert-butylpyrimidin-4-yl)vinyl)-6-o-tolylquinolin-2-amine). Reaction SMILES: [C:1]([O-])(=O)[CH3:2].[K+].Br[C:7]1[CH:8]=[C:9]2[C:14](=[CH:15][CH:16]=1)[N:13]=[C:12]([NH:17][C:18]([CH3:21])([CH3:20])[CH3:19])[C:11](/[CH:22]=[CH:23]/[C:24]1[CH:29]=[C:28]([C:30]([CH3:33])([CH3:32])[CH3:31])[N:27]=[CH:26][N:25]=1)=[CH:10]2>>[C:18]([NH:17][C:12]1[C:11](/[CH:22]=[CH:23]/[C:24]2[CH:29]=[C:28]([C:30]([CH3:33])([CH3:32])[CH3:31])[N:27]=[CH:26][N:25]=2)=[CH:10][C:9]2[C:14](=[CH:15][CH:16]=[C:7]([C:9]3[CH:8]=[CH:7][CH:16]=[CH:15][C:1]=3[CH3:2])[CH:8]=2)[N:13]=1)([CH3:21])([CH3:20])[CH3:19] |f:0.1|. Procedure details: Cyanocopper (1.9 g, 21.5 mmol) and lithium chloride (1.8 g, 42.9 mmol) were stirred in THF (30 mL) until dissolved (approximately 20 min) and then cooled to 0° C. Next, tert-butyllithium (12.6 mL, 21.5 mmol) was slowly added the resulting solution was stirred at 0° C. for 25 min before cooling to −78° C. 4-Chloro-6-methylpyrimidine (2.3 g, 17.9 mmol) in THF (5 mL) was added and the reaction was allowed to warm to RT over 12 h. The reaction mixture was diluted with 10:1 saturated NH4Cl/NH4OH and ...